Dataset: the Open Reaction Database (ORD), a public repository of structured organic reaction records. Task: describe an organic reaction: reactants, conditions, products, and yield The reactants are ClC1=CC(=NC=2N1C=CN2)Cl (C5,7-Dichloro-imidazo[1,2-a]pyrimidine), CC1=CC(=NN1)N (5-methyl-1H-pyrazol-3-amine). The solvent is CCO (EtOH). Run at temperature 80 celsius. Product: ClC1=NC=2N(C(=C1)NC1=NNC(=C1)C)C=CN2 ((7-Chloro-imidazo[1,2-a]pyrimidin-5-yl)-(5-methyl-1H-pyrazol-3-yl)-amine). The yield is 66.4%. Reaction SMILES: Cl[C:2]1[N:7]2[CH:8]=[CH:9][N:10]=[C:6]2[N:5]=[C:4]([Cl:11])[CH:3]=1.[CH3:12][C:13]1[NH:17][N:16]=[C:15]([NH2:18])[CH:14]=1>CCO>[Cl:11][C:4]1[CH:3]=[C:2]([NH:18][C:15]2[CH:14]=[C:13]([CH3:12])[NH:17][N:16]=2)[N:7]2[CH:8]=[CH:9][N:10]=[C:6]2[N:5]=1. Procedure: Referring to Scheme 4, C5,7-Dichloro-imidazo[1,2-a]pyrimidine (206 mg, 1.1 mmol) and 5-methyl-1H-pyrazol-3-amine (213 mg, 2.19 mmol) was mixed in EtOH (5 ml). The mixture was heated at 80° C. for 10 minutes. The mixture was then cooled to RT and the solid was collected and washed with EtOAc to give (7-Chloro-imidazo[1,2-a]pyrimidin-5-yl)-(5-methyl-1H-pyrazol-3-yl)-amine as a white solid (182 mg, 0.73 mmol, 66%). 1H NMR (400 MHz, DMSO) δ 8.17 (s, 1H) 7.63 (s, 1H) 7.12 (s, 1H) 6.02 (s, 1H) 2.28 (s...